From a dataset of the Open Reaction Database (ORD), a public repository of structured organic reaction records. describe an organic reaction: reactants, conditions, products, and yield Starting materials: N(=[N+]=[N-])C1=C(C=C(C=C1I)Cl)Cl (2-azido-1,5-dichloro-3-iodo-benzene), COC1=CC=C(C=C1)CC#N (4-methoxyphenylacetonitrile), ice, C[O-].[Na+] (sodium methoxide). Solvent: C(C)O (ethanol), C(C)O (ethanol). Run at time 8 hour. Product: ClC1=C(C(=CC(=C1)Cl)I)N1N=NC(=C1N)C1=CC=C(C=C1)OC (3-(2,4-Dichloro-6-iodo-phenyl)-5-(4-methoxy-phenyl)-3H-[1,2,3]triazol-4-ylamine). Yield: 9.8%. As a reaction SMILES: [N:1]([C:4]1[C:9]([I:10])=[CH:8][C:7]([Cl:11])=[CH:6][C:5]=1[Cl:12])=[N+:2]=[N-:3].[CH3:13][O:14][C:15]1[CH:20]=[CH:19][C:18]([CH2:21][C:22]#[N:23])=[CH:17][CH:16]=1.C[O-].[Na+]>C(O)C>[Cl:12][C:5]1[CH:6]=[C:7]([Cl:11])[CH:8]=[C:9]([I:10])[C:4]=1[N:1]1[C:22]([NH2:23])=[C:21]([C:18]2[CH:19]=[CH:20][C:15]([O:14][CH3:13])=[CH:16][CH:17]=2)[N:3]=[N:2]1 |f:2.3|. Procedure details: To a stirred and ice-cooled solution of 2-azido-1,5-dichloro-3-iodo-benzene (0.500 g, 1.5928 mmol) and 4-methoxyphenylacetonitrile (0.29 g, 1.9114 mmol) in absolute ethanol (6 ml), an ice-cooled solution of sodium methoxide (0.129 g, 2.3892 mmol) in absolute ethanol (4 ml) is added drop-wise and the mixture is allowed to reach room temperature spontaneously overnight. The resulting reaction mixture is evaporated and the gummy residue (0.740 g, 100% mass balance) is purified by column chromatogra... The reactants are O=C(O)C(F)(F)F, CC(C)(C)OC(=O)N1CCC2CN(c3cccnc3)C2C1. The product is c1cncc(N2CC3CCNCC32)c1. As a reaction SMILES: [OH:22][C:23]([C:24]([F:25])([F:26])[F:27])=[O:28].[n:1]1[cH:2][c:3]([N:7]2[CH2:8][CH:9]3[CH2:10][CH2:11][N:12]([C:15]([O:16][C:17]([CH3:18])([CH3:19])[CH3:20])=[O:21])[CH2:13][CH:14]23)[cH:4][cH:5][cH:6]1>>[n:1]1[cH:2][c:3]([N:7]2[CH2:8][CH:9]3[CH2:10][CH2:11][NH:12][CH2:13][CH:14]23)[cH:4][cH:5][cH:6]1. The reactants are N#Cc1ccc2c(c1)cc(C(=O)O)n2Cc1cccc(OC(F)(F)F)c1, NC(CO)C1CCOCC1. Yields the product N#Cc1ccc2c(c1)cc(C(=O)NC(CO)C1CCOCC1)n2Cc1cccc(OC(F)(F)F)c1. Reaction SMILES: [C:1](#[N:2])[c:3]1[cH:4][c:5]2[cH:6][c:7]([C:24](=[O:25])[OH:26])[n:8]([CH2:12][c:13]3[cH:14][c:15]([O:19][C:20]([F:21])([F:22])[F:23])[cH:16][cH:17][cH:18]3)[c:9]2[cH:10][cH:11]1.[NH2:27][CH:28]([CH2:29][OH:30])[CH:31]1[CH2:32][CH2:33][O:34][CH2:35][CH2:36]1>>[C:1](#[N:2])[c:3]1[cH:4][c:5]2[cH:6][c:7]([C:24](=[O:26])[NH:27][CH:28]([CH2:29][OH:30])[CH:31]3[CH2:32][CH2:33][O:34][CH2:35][CH2:36]3)[n:8]([CH2:12][c:13]3[cH:14][c:15]([O:19][C:20]([F:21])([F:22])[F:23])[cH:16][cH:17][cH:18]3)[c:9]2[cH:10][cH:11]1.